The task is: describe an organic reaction: reactants, conditions, products, and yield. This data is from the Open Reaction Database (ORD), a public repository of structured organic reaction records. Product: [Br-] (bromide), ClC1=CC=C(C=C1)C(CCl)(O)C1=CC=C(C=C1)Cl (1,1-bis(4-chlorophenyl)-2-chloroethanol). Procedure details: Part A. A solution of 4-chlorobenzenemagnesium bromide was prepared in ether (800 mL) from 4-bromochlorobenzene (114.9 g, 0.6 mole) and magnesium chips (15.1 g, 0.62 mole). This mixture was cooled to 0°, and a solution of ethyl chloroacetate (24.5 g, 0.2 mole) was added dropwise. When addition was complete, stirring was continued at 0° for an additional hour. 1 N hydrochloric acid was then added, and the mixture extracted with dichloromethane. The organic phase was washed with water, dried (MgSO... The solvent is CCOCC (ether). Starting materials: BrC1=CC=C(C=C1)Cl (4-bromochlorobenzene), [Mg] (magnesium), ClCC(=O)OCC (ethyl chloroacetate), Cl (hydrochloric acid). RXN SMILES: [Br:1][C:2]1[CH:7]=[CH:6][C:5]([Cl:8])=[CH:4][CH:3]=1.[Mg].[Cl:10][CH2:11][C:12]([O:14]CC)=O.[ClH:17]>CCOCC>[Br-:1].[Cl:8][C:5]1[CH:6]=[CH:7][C:2]([C:12]([C:2]2[CH:7]=[CH:6][C:5]([Cl:17])=[CH:4][CH:3]=2)([OH:14])[CH2:11][Cl:10])=[CH:3][CH:4]=1. Yield: 71.0%. Reactants: CCCCO, COC(=O)Cn1c(C(=O)Nc2nc(-c3cc(OC)c(Cl)cc3OC)c(CCC3CCCCC3)s2)cc2cc(C)cc(C)c21, Cl, [K+], [K+], O=C([O-])[O-], O. Yields the product COc1cc(-c2nc(NC(=O)c3cc4cc(C)cc(C)c4n3CC(=O)O)sc2CCC2CCCCC2)c(OC)cc1Cl. RXN SMILES: [CH2:52]([OH:53])[CH2:54][CH2:55][CH3:56].[Cl:1][c:2]1[cH:3][c:4]([O:42][CH3:43])[c:5](-[c:10]2[n:11][c:12]([NH:23][C:24](=[O:25])[c:26]3[n:27]([CH2:37][C:38](=[O:39])[O:40][CH3:41])[c:28]4[c:29]([CH3:36])[cH:30][c:31]([CH3:35])[cH:32][c:33]4[cH:34]3)[s:13][c:14]2[CH2:15][CH2:16][CH:17]2[CH2:18][CH2:19][CH2:20][CH2:21][CH2:22]2)[cH:6][c:7]1[O:8][CH3:9].[ClH:50].[K+:44].[K+:45].[O-:46][C:47]([O-:48])=[O:49].[OH2:51]>>[Cl:1][c:2]1[cH:3][c:4]([O:42][CH3:43])[c:5](-[c:10]2[n:11][c:12]([NH:23][C:24](=[O:25])[c:26]3[n:27]([CH2:37][C:38](=[O:39])[OH:40])[c:28]4[c:29]([CH3:36])[cH:30][c:31]([CH3:35])[cH:32][c:33]4[cH:34]3)[s:13][c:14]2[CH2:15][CH2:16][CH:17]2[CH2:18][CH2:19][CH2:20][CH2:21][CH2:22]2)[cH:6][c:7]1[O:8][CH3:9].